From a dataset of the Open Reaction Database (ORD), a public repository of structured organic reaction records. describe an organic reaction: reactants, conditions, products, and yield The reactants are COC(=O)C=1C=C2CC(N(C2=CC1)CC=1C=C(C=C2C=NN(C12)CC(C)C)Cl)=O (1-(5-Chloro-1-isobutyl-1H-indazol-7-ylmethyl)-2-oxo-2,3-dihydro-1H-indole-5-carboxylic acid methyl ester), [OH-].[Li+] (lithium hydroxide), O (water), CO (methanol). The solvent is O1CCCC1 (tetrahydrofuran). Reaction conditions: temperature 100 celsius. Yields the product ClC=1C=C2C=NN(C2=C(C1)CN1C(CC2=CC(=CC=C12)C(=O)O)=O)CC(C)C (1-(5-Chloro-1-isobutyl-1H-indazol-7-ylmethyl)-2-oxo-2,3-dihydro-1H-indole-5-carboxylic acid). Reaction SMILES: C[O:2][C:3]([C:5]1[CH:6]=[C:7]2[C:11](=[CH:12][CH:13]=1)[N:10]([CH2:14][C:15]1[CH:16]=[C:17]([Cl:28])[CH:18]=[C:19]3[C:23]=1[N:22]([CH2:24][CH:25]([CH3:27])[CH3:26])[N:21]=[CH:20]3)[C:9](=[O:29])[CH2:8]2)=[O:4].[OH-].[Li+].O.CO>O1CCCC1>[Cl:28][C:17]1[CH:18]=[C:19]2[C:23](=[C:15]([CH2:14][N:10]3[C:11]4[C:7](=[CH:6][C:5]([C:3]([OH:4])=[O:2])=[CH:13][CH:12]=4)[CH2:8][C:9]3=[O:29])[CH:16]=1)[N:22]([CH2:24][CH:25]([CH3:27])[CH3:26])[N:21]=[CH:20]2 |f:1.2|. Reported procedure: A mixture of compound 65 (0.021 g, 0.05 mmol), lithium hydroxide (0.09 g, 0.208 mmol) in a mixture of tetrahydrofuran (1.5 mL), water (0.5 mL) and methanol (0.5 mL) was heated at 100° C. under microwave conditions for 10 minutes. Then, the reaction was quenched by adding water and diluted with ethyl acetate. The organic layer was separated, washed with Brine, dried (MgSO4), filtered and the solvent was evaporated.